Dataset: the Open Reaction Database (ORD), a public repository of structured organic reaction records. Task: describe an organic reaction: reactants, conditions, products, and yield Reactants: CO, Cn1cccc1C(O)C(Cl)(Cl)Cl, [K+], [OH-], O. Yields the product Cn1cccc1CC(=O)O. RXN SMILES: [CH3:13][OH:14].[CH3:1][n:2]1[c:3]([CH:7]([C:8]([Cl:9])([Cl:10])[Cl:11])[OH:12])[cH:4][cH:5][cH:6]1.[K+:16].[OH-:15].[OH2:17]>>[CH3:1][n:2]1[c:3]([CH2:7][C:13](=[O:14])[OH:15])[cH:4][cH:5][cH:6]1. Product: CC1(OB(OC1(C)C)C1=CC=C(C=C1)SC(F)(F)F)C (4,4,5,5-Tetramethyl-2-(4-trifluoromethylsulfanyl-phenyl)-[1,3,2]dioxaborolane). Procedure: The title compound was prepared using methods analogous to those described for Intermediate 2 substituting 1-bromo-4-trifluoromethylsulfanyl-benzene as a starting material. As a reaction SMILES: FC1(F)O[C:5]2[CH:7]=[CH:8][C:9]([B:11]3[O:15][C:14]([CH3:17])([CH3:16])[C:13]([CH3:19])([CH3:18])[O:12]3)=[CH:10][C:4]=2O1.BrC1C=CC([S:28][C:29]([F:32])([F:31])[F:30])=CC=1>>[CH3:17][C:14]1([CH3:16])[C:13]([CH3:18])([CH3:19])[O:12][B:11]([C:9]2[CH:10]=[CH:4][C:5]([S:28][C:29]([F:32])([F:31])[F:30])=[CH:7][CH:8]=2)[O:15]1. The reactants are FC1(OC2=C(O1)C=CC(=C2)B2OC(C(O2)(C)C)(C)C)F (2,2-Difluoro-5-(4,4,5,5-tetramethyl-[1,3,2]dioxaborolan-2-yl)-benzo[1,3]dioxole), BrC1=CC=C(C=C1)SC(F)(F)F (1-bromo-4-trifluoromethylsulfanyl-benzene). Reactants: C(CCCCCCCCCCCCCCCCC)OC[C@@H](O)CO ((S)-1-octadecyl-glycerol), C1(=CC=CC=C1)C(Cl)(C1=CC=CC=C1)C1=CC=CC=C1 (triphenylchloromethane), C1CCOC1 (THF), C(C)#N (acetonitrile). Run in C(C)N(CC)CC (triethylamine). Product: C(CCCCCCCCCCCCCCCCC)OC[C@@H](O)COC(C1=CC=CC=C1)(C1=CC=CC=C1)C1=CC=CC=C1 ((R)-1-octadecyl-3-trityl-glycerol). The yield is 75.4%. Reaction SMILES: [CH2:1]([O:19][CH2:20][C@H:21]([CH2:23][OH:24])[OH:22])[CH2:2][CH2:3][CH2:4][CH2:5][CH2:6][CH2:7][CH2:8][CH2:9][CH2:10][CH2:11][CH2:12][CH2:13][CH2:14][CH2:15][CH2:16][CH2:17][CH3:18].[C:25]1([C:31]([C:39]2[CH:44]=[CH:43][CH:42]=[CH:41][CH:40]=2)([C:33]2[CH:38]=[CH:37][CH:36]=[CH:35][CH:34]=2)Cl)[CH:30]=[CH:29][CH:28]=[CH:27][CH:26]=1.C1COCC1.C(#N)C>C(N(CC)CC)C>[CH2:1]([O:19][CH2:20][C@H:21]([CH2:23][O:24][C:31]([C:25]1[CH:30]=[CH:29][CH:28]=[CH:27][CH:26]=1)([C:39]1[CH:40]=[CH:41][CH:42]=[CH:43][CH:44]=1)[C:33]1[CH:34]=[CH:35][CH:36]=[CH:37][CH:38]=1)[OH:22])[CH2:2][CH2:3][CH2:4][CH2:5][CH2:6][CH2:7][CH2:8][CH2:9][CH2:10][CH2:11][CH2:12][CH2:13][CH2:14][CH2:15][CH2:16][CH2:17][CH3:18]. Procedure: 39 grams (113 mmol) of (S)-1-octadecyl-glycerol and 40 grams (137 mmol) of triphenylchloromethane were added to a mixture of 500 ml of dry THF and 130 ml of dry acetonitrile. 32 ml of dry triethylamine was added and the reaction mixture was refluxed for 17 hours. The reaction mixture was then cooled to room temperature, poured on ice (1 kilogram), transferred to a separatory funnel and extracted twice with 200 ml diethyl ether. The organic phase was washed consecutively with 200 ml water, twice ... As a reaction SMILES: [Br:5][CH2:6][c:7]1[cH:8][c:9]([CH2:15][C:16](=[O:17])[OH:18])[cH:10][cH:11][c:12]1[O:13][CH3:14].[CH3:19][OH:20].[S:1]([Cl:2])([Cl:3])=[O:4]>>[Br:5][CH2:6][c:7]1[cH:8][c:9]([CH2:15][C:16](=[O:17])[O:18][CH3:19])[cH:10][cH:11][c:12]1[O:13][CH3:14]. Reactants: COc1ccc(CC(=O)O)cc1CBr, CO, O=S(Cl)Cl. Yields the product COC(=O)Cc1ccc(OC)c(CBr)c1. As a reaction SMILES: [CH3:19][c:20]1[cH:21][cH:22][cH:23][cH:24][cH:25]1.[CH3:1][O:2][CH2:3][O:4][c:5]1[n:6][n:7](-[c:12]2[c:13]([CH3:18])[cH:14][cH:15][cH:16][cH:17]2)[cH:8][c:9]1[CH2:10][OH:11]>>[CH3:1][O:2][CH2:3][O:4][c:5]1[n:6][n:7](-[c:12]2[c:13]([CH3:18])[cH:14][cH:15][cH:16][cH:17]2)[cH:8][c:9]1[CH:10]=[O:11]. Yields the product COCOc1nn(-c2ccccc2C)cc1C=O. Starting materials: Cc1ccccc1, COCOc1nn(-c2ccccc2C)cc1CO. Starting materials: ClC1=NC=CC=C1C(=O)OCOC(C(C)(C)C)=O (pivaloyloxymethyl 2-chloro-3-pyridinecarboxylate), ClC=1C(=C(N)C=CC1)C (3-chloro-2-methylaniline), Cl (hydrochloric acid). Run at temperature 140 celsius. The product is CC1=C(NC2=NC=CC=C2C(=O)OCOC(C(C)(C)C)=O)C=CC=C1Cl (Pivaloyloxymethyl 2-(2'-methyl-3'-chloro-anilino)-3-pyridinecarboxylate). Reaction SMILES: Cl[C:2]1[C:7]([C:8]([O:10][CH2:11][O:12][C:13](=[O:18])[C:14]([CH3:17])([CH3:16])[CH3:15])=[O:9])=[CH:6][CH:5]=[CH:4][N:3]=1.[Cl:19][C:20]1[C:21]([CH3:27])=[C:22]([CH:24]=[CH:25][CH:26]=1)[NH2:23].Cl>>[CH3:27][C:21]1[C:20]([Cl:19])=[CH:26][CH:25]=[CH:24][C:22]=1[NH:23][C:2]1[C:7]([C:8]([O:10][CH2:11][O:12][C:13](=[O:18])[C:14]([CH3:17])([CH3:16])[CH3:15])=[O:9])=[CH:6][CH:5]=[CH:4][N:3]=1. Procedure details: Into a suitable flask, pivaloyloxymethyl 2-chloro-3-pyridinecarboxylate prepared according to Example 2, supra (21.7 g) and 3-chloro-2-methylaniline (28.4 g) are charged. To begin the reaction the mixture is heated to 140° C. During the reaction the temperature of the reaction mixture rises to 190° C. When reaction is completed, the temperature diminishes. The reaction mixture is then cooled to room temperature. Diluted hydrochloric acid is added to the cooled mixture and the precipitated compou... Reactants: FC1=C(C=C(C=C1)F)[N+](=O)[O-] (2,5-difluoronitrobenzene), Cl (hydrochloric acid), N1CCC(CC1)C(=O)O (piperidine-4-carboxylic acid), CN1CCCC1=O (NMP). Run in O (water). Run at temperature 80 celsius, time 2 hour. Product: FC1=CC(=C(C=C1)N1CCC(CC1)C(=O)O)[N+](=O)[O-] (1-(4-fluoro-2-nitrophenyl)piperidine-4-carboxylic acid). Reaction SMILES: F[C:2]1[CH:7]=[CH:6][C:5]([F:8])=[CH:4][C:3]=1[N+:9]([O-:11])=[O:10].[NH:12]1[CH2:17][CH2:16][CH:15]([C:18]([OH:20])=[O:19])[CH2:14][CH2:13]1.CN1C(=O)CCC1.Cl>O>[F:8][C:5]1[CH:6]=[CH:7][C:2]([N:12]2[CH2:17][CH2:16][CH:15]([C:18]([OH:20])=[O:19])[CH2:14][CH2:13]2)=[C:3]([N+:9]([O-:11])=[O:10])[CH:4]=1. Procedure details: The mixture consisting of 1.62 g of 2,5-difluoronitrobenzene, 1.9 g of piperidine-4-carboxylic acid and 10 ml of NMP was heated with stirring to 80° C. for 2 hours. After it had been allowed to cool, 30 ml of water were added and the mixture was made weakly acidic using 2N hydrochloric acid and stirred at RT. The precipitated solid was filtered off with suction and dried under reduced pressure.